This data is from the Open Reaction Database (ORD), a public repository of structured organic reaction records. The task is: describe an organic reaction: reactants, conditions, products, and yield Starting materials: CC(C)(C)[Si](C)(C)OCc1ccc(Br)cc1Cl, [Li]CCCC, CCCCCC, O=CN1CCCCC1, [Cl-], [NH4+], C1CCOC1. Yields the product CC(C)(C)[Si](C)(C)OCc1ccc(C=O)cc1Cl. As a reaction SMILES: [Br:12][c:13]1[cH:14][c:15]([Cl:28])[c:16]([CH2:19][O:20][Si:21]([CH3:22])([CH3:23])[C:24]([CH3:25])([CH3:26])[CH3:27])[cH:17][cH:18]1.[CH2:7]([Li:8])[CH2:9][CH2:10][CH3:11].[CH3:1][CH2:2][CH2:3][CH2:4][CH2:5][CH3:6].[CH:29](=[O:30])[N:31]1[CH2:32][CH2:33][CH2:34][CH2:35][CH2:36]1.[Cl-:37].[NH4+:38].[O:39]1[CH2:40][CH2:41][CH2:42][CH2:43]1>>[c:13]1([CH:29]=[O:30])[cH:14][c:15]([Cl:28])[c:16]([CH2:19][O:20][Si:21]([CH3:22])([CH3:23])[C:24]([CH3:25])([CH3:26])[CH3:27])[cH:17][cH:18]1. Yields the product CC(CC1COC(N)=N1)Oc1ccc(Cl)cc1. As a reaction SMILES: [N:16]#[C:17][Br:18].[NH2:1][CH:2]([CH2:3][OH:4])[CH2:5][CH:6]([CH3:7])[O:8][c:9]1[cH:10][cH:11][c:12]([Cl:15])[cH:13][cH:14]1>>[N:1]1=[C:17]([NH2:16])[O:4][CH2:3][CH:2]1[CH2:5][CH:6]([CH3:7])[O:8][c:9]1[cH:10][cH:11][c:12]([Cl:15])[cH:13][cH:14]1. Starting materials: N#CBr, CC(CC(N)CO)Oc1ccc(Cl)cc1. Reactants: BrB(Br)Br, COc1cc(Nc2ncc(Br)cn2)ccc1F, O=C([O-])[O-], ClCCl, [Na+], [Na+]. Yields the product Oc1cc(Nc2ncc(Br)cn2)ccc1F. Reaction SMILES: [B:18]([Br:19])([Br:20])[Br:21].[Br:1][c:2]1[cH:3][n:4][c:5]([NH:8][c:9]2[cH:10][c:11]([O:16][CH3:17])[c:12]([F:15])[cH:13][cH:14]2)[n:6][cH:7]1.[C:25](=[O:26])([O-:27])[O-:28].[Cl:22][CH2:23][Cl:24].[Na+:29].[Na+:30]>>[Br:1][c:2]1[cH:3][n:4][c:5]([NH:8][c:9]2[cH:10][c:11]([OH:16])[c:12]([F:15])[cH:13][cH:14]2)[n:6][cH:7]1. The reactants are aqueous solution, [OH-].[Na+] (NaOH), C1(=CC=CC=C1)N(CC(C(=O)OC)NC(=O)C=1C=C2C=C(NC2=CC1)C1=NC(=NC=C1)NC)C1=NC=CC=N1 (Methyl 3-[(phenyl)pyrimidin-2-ylamino]-2-{[2-(2-methylamino-pyrimidin-4-yl)-1H-indole-5-carbonyl]amino}propionate). Solvent: CO (methanol). Conditions: time 12 hour. The product is CNC1=NC=CC(=N1)C=1NC2=CC=C(C=C2C1)C(=O)NC(C(=O)O)CN(C1=NC=CC=N1)C1=CC=CC=C1 (2-{[2-(2-Methylaminopyrimidin-4-yl)-1H-indole-5-carbonyl]amino}-3-(phenylpyrimidin-2-ylamino)propionic Acid). The yield is 33.4%. RXN SMILES: [C:1]1([N:7]([C:34]2[N:39]=[CH:38][CH:37]=[CH:36][N:35]=2)[CH2:8][CH:9]([NH:14][C:15]([C:17]2[CH:18]=[C:19]3[C:23](=[CH:24][CH:25]=2)[NH:22][C:21]([C:26]2[CH:31]=[CH:30][N:29]=[C:28]([NH:32][CH3:33])[N:27]=2)=[CH:20]3)=[O:16])[C:10]([O:12]C)=[O:11])[CH:6]=[CH:5][CH:4]=[CH:3][CH:2]=1.[OH-].[Na+]>CO>[CH3:33][NH:32][C:28]1[N:27]=[C:26]([C:21]2[NH:22][C:23]3[C:19]([CH:20]=2)=[CH:18][C:17]([C:15]([NH:14][CH:9]([CH2:8][N:7]([C:1]2[CH:6]=[CH:5][CH:4]=[CH:3][CH:2]=2)[C:34]2[N:39]=[CH:38][CH:37]=[CH:36][N:35]=2)[C:10]([OH:12])=[O:11])=[O:16])=[CH:25][CH:24]=3)[CH:31]=[CH:30][N:29]=1 |f:1.2|. Reported procedure: 4.0 g of the methyl ester 46 were dissolved in 400 ml of methanol. 40 ml of a 2N aqueous solution of NaOH were added and the whole was stirred at room temperature for 12 h. After the solvents had been evaporated, the residue was dissolved with water and the pH was adjusted to 5 using a saturated solution of NaH2PO4. The resulting precipitate was filtered off and washed with water. This resulted in 1.3 g (yield 93%) of the acid 48. Starting materials: C(C1=CC=CC=C1)N1CCOC2=C(C1=O)C=CC(=N2)F (4-benzyl-8-fluoro-3,4-dihydropyrido[3,2-f][1,4]oxazepin-5(2H)-one), CC(C)S (isopropylthiol), C([O-])([O-])=O.[K+].[K+] (potassium carbonate), CN(C)C=O (DMF). Run in O (water). Run at time 15 hour. The product is C(C1=CC=CC=C1)N1CCOC2=C(C1=O)C=CC(=N2)SC(C)C (4-benzyl-8-(isopropylthio)-3,4-dihydropyrido[3,2-f][1,4]oxazepin-5(2H)-one). The yield is 63.0%. RXN SMILES: [CH2:1]([N:8]1[C:14](=[O:15])[C:13]2[CH:16]=[CH:17][C:18](F)=[N:19][C:12]=2[O:11][CH2:10][CH2:9]1)[C:2]1[CH:7]=[CH:6][CH:5]=[CH:4][CH:3]=1.[CH3:21][CH:22]([SH:24])[CH3:23].C(=O)([O-])[O-].[K+].[K+].CN(C=O)C>O>[CH2:1]([N:8]1[C:14](=[O:15])[C:13]2[CH:16]=[CH:17][C:18]([S:24][CH:22]([CH3:23])[CH3:21])=[N:19][C:12]=2[O:11][CH2:10][CH2:9]1)[C:2]1[CH:7]=[CH:6][CH:5]=[CH:4][CH:3]=1 |f:2.3.4|. Reported procedure: A mixture of the compound obtained in Example 28, step 1 (0.50 g), isopropylthiol (0.20 potassium carbonate (0.51 g) and DMF (10 mL) was stirred at room temperature for 15 hr. The reaction solution was poured into water, and the resulting product was extracted with ethyl acetate. The organic layer was washed twice with water and saturated brine and dried, and the solvent was evaporated under reduced pressure. The residue was purified by silica gel column chromatography (solvent gradient; 0→40% e...